From a dataset of the Open Reaction Database (ORD), a public repository of structured organic reaction records. describe an organic reaction: reactants, conditions, products, and yield Reactants: ClC1=C(C=O)C=CC=C1F (2-chloro-3-fluorobenzaldehyde), N\C(=C/C(=O)OC)\C (methyl 3-aminocrotonate), N\C(=C/C(=O)OCCN(C)CC1=CC=CC=C1)\C (2-(N-benzyl-N-methylamino)ethyl 3-aminocrotonate). Run in CC(C)O (2-propanol). The product is CC=1NC(=C(C(C1C(=O)OCCN(C)CC1=CC=CC=C1)C1=C(C(=CC=C1)F)Cl)C(=O)OC)C (2-(N-benzyl-N-methylamino)ethyl methyl 2,6-dimethyl-4-(2-chloro-3-fluorophenyl)-1,4-dihydropyridine-3,5-dicarboxylate). The yield is 60.9%. RXN SMILES: [Cl:1][C:2]1[C:9]([F:10])=[CH:8][CH:7]=[CH:6][C:3]=1[CH:4]=O.N/[C:12](/[CH3:18])=[CH:13]\[C:14]([O:16][CH3:17])=[O:15].[NH2:19]/[C:20](/[CH3:36])=[CH:21]\[C:22]([O:24][CH2:25][CH2:26][N:27]([CH2:29][C:30]1[CH:35]=[CH:34][CH:33]=[CH:32][CH:31]=1)[CH3:28])=[O:23]>CC(O)C>[CH3:36][C:20]1[NH:19][C:12]([CH3:18])=[C:13]([C:14]([O:16][CH3:17])=[O:15])[CH:4]([C:3]2[CH:6]=[CH:7][CH:8]=[C:9]([F:10])[C:2]=2[Cl:1])[C:21]=1[C:22]([O:24][CH2:25][CH2:26][N:27]([CH2:29][C:30]1[CH:31]=[CH:32][CH:33]=[CH:34][CH:35]=1)[CH3:28])=[O:23]. Procedure: A mixture of 460 mg of 2-chloro-3-fluorobenzaldehyde, 360 mg of methyl 3-aminocrotonate and 820 mg of 2-(N-benzyl-N-methylamino)ethyl 3-aminocrotonate in 4 ml of 2-propanol was refluxed for 8 hours, and then the solvent was distilled off under reduced pressure. The residue was purified by a column chromatography on silica gel to provide 860 mg of the desired compound (110). Reactants: ClC1=NC2=CC=C(C=C2C(=C1)C1=C(C=CC=C1)Cl)Cl (2,6-dichloro-4-(o-chlorophenyl)quinoline), O.NN (hydrazine hydrate). The product is ClC=1C=C2C(=CC(=NC2=CC1)NN)C1=C(C=CC=C1)Cl (6-chloro-2-hydrazino-4-(o-chlorophenyl)quinoline). RXN SMILES: Cl[C:2]1[CH:11]=[C:10]([C:12]2[CH:17]=[CH:16][CH:15]=[CH:14][C:13]=2[Cl:18])[C:9]2[C:4](=[CH:5][CH:6]=[C:7]([Cl:19])[CH:8]=2)[N:3]=1.O.[NH2:21][NH2:22]>>[Cl:19][C:7]1[CH:8]=[C:9]2[C:4](=[CH:5][CH:6]=1)[N:3]=[C:2]([NH:21][NH2:22])[CH:11]=[C:10]2[C:12]1[CH:17]=[CH:16][CH:15]=[CH:14][C:13]=1[Cl:18] |f:1.2|. Reported procedure: In the manner given in Preparation 4, 2,6-dichloro-4-(o-chlorophenyl)quinoline was heated with hydrazine hydrate to give 6-chloro-2-hydrazino-4-(o-chlorophenyl)quinoline. Starting materials: C1CSCCN1, CC#N, N#Cc1ccc(F)cc1. Yields the product N#Cc1ccc(N2CCSCC2)cc1. As a reaction SMILES: [CH2:10]1[CH2:11][S:12][CH2:13][CH2:14][NH:15]1.[CH3:16][C:17]#[N:18].[F:1][c:2]1[cH:3][cH:4][c:5]([C:6]#[N:7])[cH:8][cH:9]1>>[c:2]1([N:15]2[CH2:10][CH2:11][S:12][CH2:13][CH2:14]2)[cH:3][cH:4][c:5]([C:6]#[N:7])[cH:8][cH:9]1. Starting materials: CC1=C(C(=O)Cl)C=CC=C1[N+](=O)[O-] (2-methyl-3-nitrobenzoyl chloride), ice, BrC1=CC=C2C=C(NC2=C1)C(=O)OCC (ethyl 6-bromo-1H-indole-2-carboxylate), [Sn](Cl)(Cl)(Cl)Cl (tin (IV) chloride). The solvent is [N+](=O)([O-])C (nitromethane), C(C)(=O)OCC (ethyl acetate), ClCCl (dichloromethane), ClCCl (dichloromethane). Run at time 4 hour. Product: BrC1=CC=C2C(=C(NC2=C1)C(=O)OCC)C(C1=C(C(=CC=C1)[N+](=O)[O-])C)=O (Ethyl 6-bromo-3-(2-methyl-3-nitrobenzoyl)-1H-indole-2-carboxylate). Yield: 99.5%. As a reaction SMILES: [Br:1][C:2]1[CH:10]=[C:9]2[C:5]([CH:6]=[C:7]([C:11]([O:13][CH2:14][CH3:15])=[O:12])[NH:8]2)=[CH:4][CH:3]=1.[Sn](Cl)(Cl)(Cl)Cl.[CH3:21][C:22]1[C:30]([N+:31]([O-:33])=[O:32])=[CH:29][CH:28]=[CH:27][C:23]=1[C:24](Cl)=[O:25]>ClCCl.[N+](C)([O-])=O.C(OCC)(=O)C>[Br:1][C:2]1[CH:10]=[C:9]2[C:5]([C:6]([C:24](=[O:25])[C:23]3[CH:27]=[CH:28][CH:29]=[C:30]([N+:31]([O-:33])=[O:32])[C:22]=3[CH3:21])=[C:7]([C:11]([O:13][CH2:14][CH3:15])=[O:12])[NH:8]2)=[CH:4][CH:3]=1. Procedure: To a solution of ethyl 6-bromo-1H-indole-2-carboxylate (4.40 g, 16.41 mmol) in dichloromethane (70 mL) at 0° C. was added tin (IV) chloride in dichloromethane (20.51 mL, 20.51 mmol) over 15 min. The resulting yellow heterogeneous mixture was stirred at room temperature for 30 min before a solution 2-methyl-3-nitrobenzoyl chloride (4.42 g, 22.16 mmol) in nitromethane (70 mL) was added over 20 min. The mixture was stirred at room temperature for 4 hr and then poured into ice-cold water (200 mL). T... Reactants: C(C1=CC=CC=C1)(=O)C1=C(NC=O)C=CC(=C1)Cl (2'-benzoyl-4'-chloroformanilide), NN (hydrazine). Run in C(C)O (ethanol). Run at time 20 hour. The product is NN1C=NC2=CC=C(C=C2C1(C1=CC=CC=C1)O)Cl (3-amino-6-chloro-3,4-dihydro-4-hydroxy-4-phenylquinazoline). As a reaction SMILES: [C:1]([C:9]1[CH:17]=[C:16]([Cl:18])[CH:15]=[CH:14][C:10]=1[NH:11][CH:12]=O)(=[O:8])[C:2]1[CH:7]=[CH:6][CH:5]=[CH:4][CH:3]=1.[NH2:19][NH2:20]>C(O)C>[NH2:19][N:20]1[C:1]([OH:8])([C:2]2[CH:7]=[CH:6][CH:5]=[CH:4][CH:3]=2)[C:9]2[C:10](=[CH:14][CH:15]=[C:16]([Cl:18])[CH:17]=2)[N:11]=[CH:12]1. Reported procedure: A mixture of 0.1 mole of 2'-benzoyl-4'-chloroformanilide and 0.15 mole of hydrazine are stirred at room temperature in ethanol. Stirring is continued for 20 hours. The reaction mixture is chilled, and the precipitate filtered. The solid is washed and recrystallized from dimethylformamide to give 3-amino-6-chloro-3,4-dihydro-4-hydroxy-4-phenylquinazoline. Reactants: O (water), FC(COC=1C=NC=2C(CCCC2C1)=O)(F)F (3-(2,2,2-trifluoroethoxy)-6,7-dihydroquinolin-8(5H)-one), Cl.NO (hydroxylamine hydrochloride), C(C)(=O)[O-].[Na+] (sodium acetate). Solvent: C(C)O.O (ethanol water). Conditions: time 2 hour. Yields the product FC(COC=1C=NC=2C(CCCC2C1)=NO)(F)F (3-(2,2,2-trifluoroethoxy)-6,7-dihydroquinolin-8(5H)-one oxime). Yield: 101.9%. RXN SMILES: [F:1][C:2]([F:17])([F:16])[CH2:3][O:4][C:5]1[CH:6]=[N:7][C:8]2[C:9](=O)[CH2:10][CH2:11][CH2:12][C:13]=2[CH:14]=1.Cl.[NH2:19][OH:20].C([O-])(=O)C.[Na+].O>C(O)C.O>[F:1][C:2]([F:17])([F:16])[CH2:3][O:4][C:5]1[CH:6]=[N:7][C:8]2[C:9](=[N:19][OH:20])[CH2:10][CH2:11][CH2:12][C:13]=2[CH:14]=1 |f:1.2,3.4,6.7|. Procedure: A mixture of 3-(2,2,2-trifluoroethoxy)-6,7-dihydroquinolin-8(5H)-one (155 mg, 0.63 mmol), hydroxylamine hydrochloride (88 mg, 1.3 mmol), and sodium acetate (104 mg, 1.3 mmol) in ethanol-water (3:1, 4 mL) was refluxed with stirring for 2 hours. After cooling to room temperature, the mixture was poured into water, and the aqueous layer was extracted with dichloromethane (twice). The combined organic layers were dried over Magnesium sulfate and concentrated in vacuo to give 167 mg of the crude titl... The reactants are S(=O)(=O)(O)C1=CC=CC=2NN=NC21 (4-sulfobenzotriazole), [N+](=O)([O-])[O-].[Ag+] (silver nitrate). Run in O (water). The product is [Ag] (silver), [Ag].S(=O)(=O)(O)C1=CC=CC=2NN=NC21 (4-sulfobenzotriazole silver). As a reaction SMILES: [S:1]([C:5]1[C:13]2[N:12]=[N:11][NH:10][C:9]=2[CH:8]=[CH:7][CH:6]=1)([OH:4])(=[O:3])=[O:2].[N+]([O-])([O-])=O.[Ag+:18]>O>[Ag:18].[Ag:18].[S:1]([C:5]1[C:13]2[N:12]=[N:11][NH:10][C:9]=2[CH:8]=[CH:7][CH:6]=1)([OH:4])(=[O:3])=[O:2] |f:1.2,5.6|. Procedure: An organic silver salt dispersion liquid was prepared in such a manner that 4-sulfobenzotriazole and silver nitrate were reacted together in water so as to obtain 4-sulfobenzotriazole silver, and 50 g thereof, 20 g of polyvinyl pyrolidone and 60 ml of water were dispersed by making use of a alumina ball mill. The reactants are C1CCOC1, COc1ccc(Cn2nnc3c(O)cccc32)cc1, O=C1CCC(=O)N1Cl, [Na+], [OH-]. The product is COc1ccc(Cn2nnc3c(O)c(Cl)ccc32)cc1. Reaction SMILES: [CH2:30]1[O:31][CH2:32][CH2:33][CH2:34]1.[CH3:1][O:2][c:3]1[cH:4][cH:5][c:6]([CH2:7][n:8]2[n:9][n:10][c:11]3[c:12]2[cH:13][cH:14][cH:15][c:16]3[OH:17])[cH:18][cH:19]1.[Cl:22][N:23]1[C:24](=[O:25])[CH2:26][CH2:27][C:28]1=[O:29].[Na+:21].[OH-:20]>>[CH3:1][O:2][c:3]1[cH:4][cH:5][c:6]([CH2:7][n:8]2[n:9][n:10][c:11]3[c:12]2[cH:13][cH:14][c:15]([Cl:22])[c:16]3[OH:17])[cH:18][cH:19]1.